This data is from the Open Reaction Database (ORD), a public repository of structured organic reaction records. The task is: describe an organic reaction: reactants, conditions, products, and yield Reactants: CCOc1ncccc1O, Cl, [Na+], [OH-], O, OCCCl. Product: CCOc1ncccc1OCCO. As a reaction SMILES: [CH2:3]([CH3:4])[O:5][c:6]1[n:7][cH:8][cH:9][cH:10][c:11]1[OH:12].[ClH:13].[Na+:2].[OH-:1].[OH2:18].[OH:14][CH2:15][CH2:16][Cl:17]>>[CH2:3]([CH3:4])[O:5][c:6]1[n:7][cH:8][cH:9][cH:10][c:11]1[O:12][CH2:16][CH2:15][OH:14].